Task: describe an organic reaction: reactants, conditions, products, and yield. Dataset: the Open Reaction Database (ORD), a public repository of structured organic reaction records Reactants: Cl.ClCC1=NC=C(C(=C1C)OC)C (2-chloromethyl-4-methoxy-3,5-dimethyl-pyridine HCl), steel, N.CO (NH3 MeOH). The product is NCC1=NC=C(C(=C1C)OC)C (2-aminomethyl-4-methoxy-3,5-dimethylpyridine). Isolated yield 76.0%. RXN SMILES: Cl.Cl[CH2:3][C:4]1[C:9]([CH3:10])=[C:8]([O:11][CH3:12])[C:7]([CH3:13])=[CH:6][N:5]=1.[NH3:14].CO>>[NH2:14][CH2:3][C:4]1[C:9]([CH3:10])=[C:8]([O:11][CH3:12])[C:7]([CH3:13])=[CH:6][N:5]=1 |f:0.1,2.3|. Procedure details: A solution of 2-chloromethyl-4-methoxy-3,5-dimethyl-pyridine HCl (Aldrich 3.7 g, 16.6 mmole) in 7N NH3/MeOH (Aldrich, 200 mLs) was refluxed in a steel bomb for 15 hours. Removed the solvent under reduced pressure, the residue was taken into 5% MeOH/CH2Cl2 and filtering it through a thin layer of silica gel afforded the product at 76% yield. HPLC RT was 2.850 min. 1HNMR (CDCl3) δ 8.18 (s, 1H), 4.32 (s, 2H), 3.76 (s, 3H), 2.23 (s, 3H), 2.18 (s, 3H). The reactants are NC1=NC=C(C(=N1)O)[N+](=O)[O-] (2-amino-4-hydroxy-5-nitropyrimidine). Run in C(CC)(=O)OC(CC)=O (propionic acid anhydride). Product: NC=1C(=NC(=NC1)NC(CC)=O)O (5-Amino-4-hydroxy-2-propionylamino-pyrimidine). Reaction SMILES: [NH2:1][C:2]1[N:7]=[C:6]([OH:8])[C:5]([N+:9]([O-])=O)=[CH:4][N:3]=1>C(OC(=O)CC)(=O)CC>[NH2:9][C:5]1[C:6]([OH:8])=[N:7][C:2]([NH:1][C:6](=[O:8])[CH2:5][CH3:4])=[N:3][CH:4]=1. Procedure details: 7.8 gm (0.055 mol) of 2-amino-4-hydroxy-5-nitropyrimidine are heated for 4 hours to 140° C. in 50 ml of propionic acid anhydride. The mixture is cooled and the precipitated product is extracted and washed with ether. The compound is suspended in 200 ml of dimethyl formamide and hydrogenated at room temperature and normal pressure with 1 gm of Pd/C as catalyst.